Dataset: the Open Reaction Database (ORD), a public repository of structured organic reaction records. Task: describe an organic reaction: reactants, conditions, products, and yield The reactants are [Al+3], CC[N+](=O)[O-], [Cl-], [Cl-], [Cl-], Fc1ccccc1, O=C(Cl)c1ccc([N+](=O)[O-])cc1. Yields the product O=C(c1ccc(F)cc1)c1ccc([N+](=O)[O-])cc1. RXN SMILES: [Al+3:14].[CH3:24][CH2:25][N+:26](=[O:27])[O-:28].[Cl-:13].[Cl-:15].[Cl-:16].[F:17][c:18]1[cH:19][cH:20][cH:21][cH:22][cH:23]1.[N+:1](=[O:2])([O-:3])[c:4]1[cH:5][cH:6][c:7]([C:8](=[O:9])[Cl:10])[cH:11][cH:12]1>>[N+:1](=[O:2])([O-:3])[c:4]1[cH:5][cH:6][c:7]([C:8](=[O:9])[c:21]2[cH:20][cH:19][c:18]([F:17])[cH:23][cH:22]2)[cH:11][cH:12]1. The reactants are C(C)=O (acetaldehyde), N1C(CCC1)=O (2-pyrrolidone). Yields the product OC(C)N1C(CCC1)=O (N-(α-hydroxyethyl)pyrrolidone). Reaction SMILES: [CH:1](=[O:3])[CH3:2].[NH:4]1[CH2:8][CH2:7][CH2:6][C:5]1=[O:9]>>[OH:3][CH:1]([N:4]1[CH2:8][CH2:7][CH2:6][C:5]1=[O:9])[CH3:2]. Procedure details: Immediately after the supply of acetaldehyde was over, the reaction mixture was analyzed by a liquid chromatography. The reaction ratio of 2-pyrrolidone was 87.1 mol % and the selectivity in forming N-(α-hydroxyethyl)pyrrolidone based on 2-pyrrolidone was 43.7 mol %. As a reaction SMILES: [C:9](=[O:10])([O-:11])[O-:12].[CH3:17][C:18](=[O:19])[CH3:20].[I:15][CH3:16].[K+:13].[K+:14].[OH2:21].[OH:1][c:2]1[cH:3][c:4]([SH:8])[cH:5][cH:6][cH:7]1>>[OH:1][c:2]1[cH:3][c:4]([S:8][CH3:9])[cH:5][cH:6][cH:7]1. Yields the product CSc1cccc(O)c1. Reactants: O=C([O-])[O-], CC(C)=O, CI, [K+], [K+], O, Oc1cccc(S)c1. Reactants: CC(C)(C)OC(=O)N1CCN(C(=O)c2ccc(N3C(=O)OCC3CO)cc2)CC1, CI. Product: COCC1COC(=O)N1c1ccc(C(=O)N2CCN(C(=O)OC(C)(C)C)CC2)cc1. As a reaction SMILES: [C:1]([CH3:2])([CH3:3])([CH3:4])[O:5][C:6](=[O:7])[N:8]1[CH2:9][CH2:10][N:11]([C:14]([c:15]2[cH:16][cH:17][c:18]([N:21]3[C:22](=[O:28])[O:23][CH2:24][CH:25]3[CH2:26][OH:27])[cH:19][cH:20]2)=[O:29])[CH2:12][CH2:13]1.[CH3:30][I:31]>>[C:1]([CH3:2])([CH3:3])([CH3:4])[O:5][C:6](=[O:7])[N:8]1[CH2:9][CH2:10][N:11]([C:14]([c:15]2[cH:16][cH:17][c:18]([N:21]3[C:22](=[O:28])[O:23][CH2:24][CH:25]3[CH2:26][O:27][CH3:30])[cH:19][cH:20]2)=[O:29])[CH2:12][CH2:13]1. Reactants: O (Water), FC=1C=C(C=O)C=C(C1SC)F (3,5-difluoro-4-(methylthio)-benzaldehyde), Cl (HCl), [BH4-].[Na+] (sodium borohydride). The solvent is C1CCOC1 (THF). Conditions: time 1 hour. The product is FC=1C=C(C=C(C1SC)F)CO ([3,5-difluoro-4-(methylthio)-phenyl]methanol). The yield is 78.5%. Reaction SMILES: [F:1][C:2]1[CH:3]=[C:4]([CH:7]=[C:8]([F:12])[C:9]=1[S:10][CH3:11])[CH:5]=[O:6].[BH4-].[Na+].Cl.O>C1COCC1>[F:12][C:8]1[CH:7]=[C:4]([CH2:5][OH:6])[CH:3]=[C:2]([F:1])[C:9]=1[S:10][CH3:11] |f:1.2|. Procedure details: To a solution of 3,5-difluoro-4-(methylthio)-benzaldehyde (31.3 g, 0.166 mol) in anhydrous THF (200 mL) cooled with a cold water bath was added sodium borohydride (1.6 g, 0.042 mol) in portions over 30 minutes. After stirring 1 hour at room temperature, excess dilute HCl was added, until gas evolution ceased. Water (600 mL) was added and the mixture extracted with dichloromethane (1×500 mL, 1×100 mL). The combined extracts were washed once with water, dried with magnesium sulfate, and concentrat... Starting materials: [OH-].[K+] (potassium hydroxide), S(O)(O)(=O)=O (sulfuric acid), COC=1C=CC=C(C1C(=O)O)C=O (6-methoxyphthalaldehydic acid), C1(=CC=CC=C1)C1OC(C=N1)=O (2-phenyl-5-oxazolone). Solvent: C(C)O (ethanol). Conditions: time 35 minute. Product: C(=O)(O)C1=C(C=C2N=C(OC2=O)C2=CC=CC=C2)C=CC=C1OC.O1C(NC=C1)=O (oxazolone 4-(2-carboxy-3-methoxybenzylidene)-2-phenyl-5(4H)-oxazolone). RXN SMILES: [OH-].[K+].[CH3:3][O:4][C:5]1[CH:6]=[CH:7][CH:8]=[C:9]([CH:14]=O)[C:10]=1[C:11]([OH:13])=[O:12].[C:16]1([CH:22]2[N:26]=[CH:25][C:24](=[O:27])[O:23]2)[CH:21]=[CH:20][CH:19]=[CH:18][CH:17]=1.S(=O)(=O)(O)[OH:29]>C(O)C>[C:11]([C:10]1[C:5]([O:4][CH3:3])=[CH:6][CH:7]=[CH:8][C:9]=1[CH:14]=[C:25]1[C:24](=[O:27])[O:23][C:22]([C:16]2[CH:21]=[CH:20][CH:19]=[CH:18][CH:17]=2)=[N:26]1)([OH:13])=[O:12].[O:23]1[CH:24]=[CH:25][NH:26][C:22]1=[O:29] |f:0.1,6.7|. Reported procedure: To a stirred solution of 0.65 g. (11.5 mM) of potassium hydroxide in 23 ml. of ethanol is added 2.07 g. (11.5 mM) of 6-methoxyphthalaldehydic acid. To the resulting cooled (10°) milky suspension is added 1.89 g. (11.75 mM) of 2-phenyl-5-oxazolone. The mixture is warmed to 25° and stirred at this temperature for 35 minutes. A light orange precipitate forms. The mixture is made acidic with 3.45 ml. of 4N sulfuric acid and the resulting mixture kept at 0° for 1.5 hours and filtered. The collected s... Reactants: O=C([O-])O, CCOC(C)=O, O=C(Cl)Oc1ccc(Oc2ccc(C(F)(F)F)cn2)cc1, [Na+], C1COC(CN2CCNCC2)C1, O. Yields the product O=C(Oc1ccc(Oc2ccc(C(F)(F)F)cn2)cc1)N1CCN(CC2CCCO2)CC1, Cl. Reaction SMILES: [C:40](=[O:41])([OH:42])[O-:43].[CH3:34][CH2:35][O:36][C:37](=[O:38])[CH3:39].[Cl:1][C:2](=[O:3])[O:4][c:5]1[cH:6][cH:7][c:8]([O:11][c:12]2[n:13][cH:14][c:15]([C:18]([F:19])([F:20])[F:21])[cH:16][cH:17]2)[cH:9][cH:10]1.[Na+:44].[O:22]1[CH:23]([CH2:27][N:28]2[CH2:29][CH2:30][NH:31][CH2:32][CH2:33]2)[CH2:24][CH2:25][CH2:26]1.[OH2:45]>>[C:2](=[O:3])([O:4][c:5]1[cH:6][cH:7][c:8]([O:11][c:12]2[n:13][cH:14][c:15]([C:18]([F:19])([F:20])[F:21])[cH:16][cH:17]2)[cH:9][cH:10]1)[N:31]1[CH2:30][CH2:29][N:28]([CH2:27][CH:23]2[O:22][CH2:26][CH2:25][CH2:24]2)[CH2:33][CH2:32]1.[ClH:1].